This data is from the Open Reaction Database (ORD), a public repository of structured organic reaction records. The task is: describe an organic reaction: reactants, conditions, products, and yield The reactants are ClC=1N=NC(=CC1C(C)(C)C)Cl (3,6-dichloro-4-(1,1-dimethylethyl)pyridazine), O.NN (hydrazine hydrate), Cl (hydrochloric acid). Run in C(C)O (ethanol). Product: ClC=1N=NC(=CC1C(C)(C)C)NN (3-Chloro-4-(1,1-dimethylethyl)-6-hydrazinylpyridazine). The yield is 61.3%. Reaction SMILES: [Cl:1][C:2]1[N:3]=[N:4][C:5](Cl)=[CH:6][C:7]=1[C:8]([CH3:11])([CH3:10])[CH3:9].O.[NH2:14][NH2:15].Cl>C(O)C>[Cl:1][C:2]1[N:3]=[N:4][C:5]([NH:14][NH2:15])=[CH:6][C:7]=1[C:8]([CH3:11])([CH3:10])[CH3:9] |f:1.2|. Procedure details: To a solution of 3,6-dichloro-4-(1,1-dimethylethyl)pyridazine (2.0 g, 9.76 mmol) in ethanol (30 ml) was added hydrazine hydrate (0.34 ml, 10.9 mmol) dropwise. The reaction mixture was heated at reflux for 18 h under an atmosphere of nitrogen. The solvent was removed under high vacuum to leave a residue to which was added 5N hydrochloric acid (50 ml). The solution obtained was washed with dichloromethane (20 ml) and the aqueous layer was poured on to a mixture of ice and aqueous ammonia. The resu... The reactants are NC=1SC=C(N1)/C(/C(=O)NC1[C@@H]2N(C(=C(CS2)COC(=O)N2CCC2)C(=O)[O-])C1=O)=N/O.[Na+] (Sodium 7-[(Z)-2-(2-aminothiazol-4-yl)-2-hydroxyiminoacetamido]-3-(1-azetidinyl)carbonyloxymethyl-3-cephem-4-carboxylate), C(C)(=O)OC(C)Br (1-bromoethyl acetate). Reported procedure: The compound obtained in Example 8 and 1-bromoethyl acetate were reacted, whereby the title compound was obtained. The product is NC=1SC=C(N1)/C(/C(=O)NC1[C@@H]2N(C(=C(CS2)COC(=O)N2CCC2)C(=O)OC(C)OC(C)=O)C1=O)=N/O (1-Acetoxyethyl 7-[(Z)-2-(2-aminothiazol-4-yl)-2-hydroxyiminoacetamido]-3-(1-azetidinyl)carbonyloxymethyl-3-cephem-4-carboxylate). Reaction SMILES: [NH2:1][C:2]1[S:3][CH:4]=[C:5](/[C:7](=[N:31]/[OH:32])/[C:8]([NH:10][CH:11]2[C:29](=[O:30])[N:13]3[C:14]([C:26]([O-:28])=[O:27])=[C:15]([CH2:18][O:19][C:20]([N:22]4[CH2:25][CH2:24][CH2:23]4)=[O:21])[CH2:16][S:17][C@H:12]23)=[O:9])[N:6]=1.[Na+].[C:34]([O:37][CH:38](Br)[CH3:39])(=[O:36])[CH3:35]>>[NH2:1][C:2]1[S:3][CH:4]=[C:5](/[C:7](=[N:31]/[OH:32])/[C:8]([NH:10][CH:11]2[C:29](=[O:30])[N:13]3[C:14]([C:26]([O:28][CH:38]([O:37][C:34](=[O:36])[CH3:35])[CH3:39])=[O:27])=[C:15]([CH2:18][O:19][C:20]([N:22]4[CH2:25][CH2:24][CH2:23]4)=[O:21])[CH2:16][S:17][C@H:12]23)=[O:9])[N:6]=1 |f:0.1|. The reactants are NC(CCCC(=O)OC)C=1C(=NC=NC1OC)OC (methyl 5-amino-5-(4,6-dimethoxypyrimidin-5-yl)pentanoate), CC=1SC=C(N1)C=1C=C(C=O)C=CC1 (3-(2-methylthiazol-4-yl)benzaldehyde). Yields the product COC1=NC=NC(=C1C1CCCC(N1CC1=CC(=CC=C1)C=1N=C(SC1)C)=O)OC (6-(4,6-dimethoxypyrimidin-5-yl)-1-(3-(2-methylthiazol-4-yl)benzyl)piperidin-2-one). RXN SMILES: [NH2:1][CH:2]([C:10]1[C:11]([O:18][CH3:19])=[N:12][CH:13]=[N:14][C:15]=1[O:16][CH3:17])[CH2:3][CH2:4][CH2:5][C:6]([O:8]C)=O.[CH3:20][C:21]1[S:22][CH:23]=[C:24]([C:26]2[CH:27]=[C:28]([CH:31]=[CH:32][CH:33]=2)[CH:29]=O)[N:25]=1>>[CH3:19][O:18][C:11]1[C:10]([CH:2]2[N:1]([CH2:29][C:28]3[CH:31]=[CH:32][CH:33]=[C:26]([C:24]4[N:25]=[C:21]([CH3:20])[S:22][CH:23]=4)[CH:27]=3)[C:6](=[O:8])[CH2:5][CH2:4][CH2:3]2)=[C:15]([O:16][CH3:17])[N:14]=[CH:13][N:12]=1. Procedure: Prepared according to the described general procedure 1 (GP1) by reaction of methyl 5-amino-5-(4,6-dimethoxypyrimidin-5-yl)pentanoate with commercially available 3-(2-methylthiazol-4-yl)benzaldehyde. Subsequent purification by preparative HPLC afforded the target compound. LC-MS (conditions A): tR=0.74 min.; [M+H]+: 424.92 g/mol. Starting materials: C(O)([O-])=O.[Na+] (sodium hydrogen carbonate), [Cl-].[NH4+] (ammonium chloride), FC(C1=C(CN2CCC(CC2)\C=C/2\C(=NC(S2)=O)NCC(=O)OC(C)(C)C)C=CC(=C1)C(F)(F)F)(F)F (tert-butyl N-[(5Z)-5-({1-[2,4-bis(trifluoromethyl)benzyl]piperidin-4-yl}methylidene)-2-oxo-2,5-dihydro-1,3-thiazol-4-yl]glycinate). Solvent: Cl.C(C)(=O)OCC (hydrogen chloride ethyl acetate). Reaction conditions: time 2 hour. Yields the product FC(C1=C(CN2CCC(CC2)\C=C/2\C(=NC(S2)=O)NCC(=O)O)C=CC(=C1)C(F)(F)F)(F)F (N-[(5Z)-5-({1-[2,4-bis(trifluoromethyl)benzyl]piperidin-4-yl}methylidene)-2-oxo-2,5-dihydro-1,3-thiazol-4-yl]glycine). Isolated yield 69.6%. As a reaction SMILES: [F:1][C:2]([F:37])([F:36])[C:3]1[CH:31]=[C:30]([C:32]([F:35])([F:34])[F:33])[CH:29]=[CH:28][C:4]=1[CH2:5][N:6]1[CH2:11][CH2:10][CH:9](/[CH:12]=[C:13]2/[C:14]([NH:19][CH2:20][C:21]([O:23]C(C)(C)C)=[O:22])=[N:15][C:16](=[O:18])[S:17]/2)[CH2:8][CH2:7]1.C(=O)([O-])O.[Na+].[Cl-].[NH4+]>Cl.C(OCC)(=O)C>[F:37][C:2]([F:1])([F:36])[C:3]1[CH:31]=[C:30]([C:32]([F:34])([F:35])[F:33])[CH:29]=[CH:28][C:4]=1[CH2:5][N:6]1[CH2:7][CH2:8][CH:9](/[CH:12]=[C:13]2/[C:14]([NH:19][CH2:20][C:21]([OH:23])=[O:22])=[N:15][C:16](=[O:18])[S:17]/2)[CH2:10][CH2:11]1 |f:1.2,3.4,5.6|. Reported procedure: A reaction mixture of tert-butyl N-[(5Z)-5-({1-[2,4-bis(trifluoromethyl)benzyl]piperidin-4-yl}methylidene)-2-oxo-2,5-dihydro-1,3-thiazol-4-yl]glycinate (4.8 g) and 4N hydrogen chloride/ethyl acetate (20 mL) was stirred at room temperature for 2 hr. To the reaction mixture were added saturated aqueous sodium hydrogen carbonate solution and saturated aqueous ammonium chloride solution, and the mixture was extracted with ethyl acetate. The extract was washed with saturated brine, and dried over anh... Starting materials: C(=O)([O-])[O-].[K+].[K+] (K2CO3), BrC1=NN2C(S1)=NC(=C2)C (2-bromo-6-methyl-imidazo[2,1-b][1,3,4]thiadiazole), COC=1C=C(C=CC1OC)B(O)O (3,4-dimethoxyphenylboronic acid). The reagents and catalysts are C1=CC=C(C=C1)P([C-]2C=CC=C2)C3=CC=CC=C3.C1=CC=C(C=C1)P([C-]2C=CC=C2)C3=CC=CC=C3.Cl[Pd]Cl.[Fe+2] (Pd(dppf)Cl2). The solvent is C(Cl)Cl (DCM), COCCOC (DME), C(Cl)Cl (DCM). Run at temperature 130 celsius. Product: COC=1C=C(C=CC1OC)C1=NN2C(S1)=NC(=C2)C (2-(3,4-dimethoxyphenyl)-6-methylimidazo[2,1-b][1,3,4]thiadiazole). Isolated yield 50.0%. RXN SMILES: Br[C:2]1[S:6][C:5]2=[N:7][C:8]([CH3:10])=[CH:9][N:4]2[N:3]=1.[CH3:11][O:12][C:13]1[CH:14]=[C:15](B(O)O)[CH:16]=[CH:17][C:18]=1[O:19][CH3:20].C([O-])([O-])=O.[K+].[K+]>COCCOC.C(Cl)Cl.C1C=CC(P(C2C=CC=CC=2)[C-]2C=CC=C2)=CC=1.C1C=CC(P(C2C=CC=CC=2)[C-]2C=CC=C2)=CC=1.Cl[Pd]Cl.[Fe+2]>[CH3:11][O:12][C:13]1[CH:14]=[C:15]([C:2]2[S:6][C:5]3=[N:7][C:8]([CH3:10])=[CH:9][N:4]3[N:3]=2)[CH:16]=[CH:17][C:18]=1[O:19][CH3:20] |f:2.3.4,7.8.9.10|. Procedure details: To a mixture of 2-bromo-6-methyl-imidazo[2,1-b][1,3,4]thiadiazole (0.550 g, 2.522 mmol, 1 eq), 3,4-dimethoxyphenylboronic acid (0.551 g, 3.026 mmol, 1.2 eq) and Pd(dppf)Cl2.DCM (0.209 g. 0.252 mmol, 0.1 eq) in DME (3 mL) was added K2CO3 (1 mL, sat. aq). The mixture was heated in the microwave oven (130° C., 1 h), cooled to RT, diluted with DCM, washed with water, dried (Na2SO4) and concentrated. The residue (yellow solid, 0.720 g) was purified by automated flash chromatography (SiO2, DCM/0-40% M... Yields the product O=C(c1ccccc1-c1ncco1)c1ncc(Cl)cc1NS(=O)(=O)c1ccc(Cl)c(C(F)(F)F)c1. Reaction SMILES: [Cl:1][c:2]1[c:3]([C:35]([F:36])([F:37])[F:38])[cH:4][c:5]([S:8](=[O:9])(=[O:10])[N:11]([CH2:12][O:13][CH3:14])[c:15]2[c:16]([C:22]([c:23]3[c:24](-[c:29]4[o:30][cH:31][cH:32][n:33]4)[cH:25][cH:26][cH:27][cH:28]3)=[O:34])[n:17][cH:18][c:19]([Cl:21])[cH:20]2)[cH:6][cH:7]1.[ClH:40].[O:41]1[CH2:42][CH2:43][O:44][CH2:45][CH2:46]1.[OH2:39]>>[Cl:1][c:2]1[c:3]([C:35]([F:36])([F:37])[F:38])[cH:4][c:5]([S:8](=[O:9])(=[O:10])[NH:11][c:15]2[c:16]([C:22]([c:23]3[c:24](-[c:29]4[o:30][cH:31][cH:32][n:33]4)[cH:25][cH:26][cH:27][cH:28]3)=[O:34])[n:17][cH:18][c:19]([Cl:21])[cH:20]2)[cH:6][cH:7]1. The reactants are COCN(c1cc(Cl)cnc1C(=O)c1ccccc1-c1ncco1)S(=O)(=O)c1ccc(Cl)c(C(F)(F)F)c1, Cl, C1COCCO1, O. The reactants are CC(=O)OCc1cccc(Oc2ccccc2)c1, CO, Cl. Product: OCc1cccc(Oc2ccccc2)c1. As a reaction SMILES: [C:1](=[O:2])([CH3:3])[O:4][CH2:5][c:6]1[cH:7][c:8]([O:12][c:13]2[cH:14][cH:15][cH:16][cH:17][cH:18]2)[cH:9][cH:10][cH:11]1.[CH3:20][OH:21].[ClH:19]>>[OH:4][CH2:5][c:6]1[cH:7][c:8]([O:12][c:13]2[cH:14][cH:15][cH:16][cH:17][cH:18]2)[cH:9][cH:10][cH:11]1. Reactants: Cl.C(C1=CC=CC=C1)(=O)N (benzamide hydrochloride), FC(C(=O)O)(F)F.ClC=1C=CC(=C(C(=O)NC2=NC=C(C=C2)Cl)C1)NC(=O)C1CCNCC1 (5-chloro-N-(5-chloropyridin-2-yl)-2-[(piperidin-4-ylcarbonyl)amino]benzamide trifluoroacetate), O1CCC(CC1)=O (tetrahydro-4H-pyran-4-one). Yields the product Cl.ClC=1C=CC(=C(C(=O)NC2=NC=C(C=C2)Cl)C1)NC(=O)C1CCN(CC1)C1CCOCC1 (5-Chloro-N-(5-chloropyridin-2-yl)-2-[[1-(tetrahydropyran-4-yl)piperidin-4-ylcarbonyl]amino]benzamide Hydrochloride). Reaction SMILES: Cl.[C:2](N)(=[O:9])[C:3]1C=C[CH:6]=[CH:5][CH:4]=1.FC(F)(F)C(O)=O.[Cl:18][C:19]1[CH:20]=[CH:21][C:22]([NH:35][C:36]([CH:38]2[CH2:43][CH2:42][NH:41][CH2:40][CH2:39]2)=[O:37])=[C:23]([CH:34]=1)[C:24]([NH:26][C:27]1[CH:32]=[CH:31][C:30]([Cl:33])=[CH:29][N:28]=1)=[O:25].O1CCC(=O)CC1>>[ClH:18].[Cl:18][C:19]1[CH:20]=[CH:21][C:22]([NH:35][C:36]([CH:38]2[CH2:39][CH2:40][N:41]([CH:4]3[CH2:3][CH2:2][O:9][CH2:6][CH2:5]3)[CH2:42][CH2:43]2)=[O:37])=[C:23]([CH:34]=1)[C:24]([NH:26][C:27]1[CH:32]=[CH:31][C:30]([Cl:33])=[CH:29][N:28]=1)=[O:25] |f:0.1,2.3,5.6|. Reported procedure: Using methods substantially equivalent to those described in example 27, 5-chloro-N-(5-chloropyridin-2-yl)-2-[1-(tetrahydropyran-4-yl)piperidin-4-ylcarbonyl]amino]-benzamide hydrochloride (0.25 g, 56%) was prepared from 5-chloro-N-(5-chloropyridin-2-yl)-2-[(piperidin-4-ylcarbonyl)amino]benzamide trifluoroacetate and tetrahydro-4H-pyran-4-one. The preparative RPHPLC (C18) purification procedure was elution with a linear gradient of 90/10 to 50/50 (0.01% HCl/acetonitrile) over 180 min.